This data is from the Open Reaction Database (ORD), a public repository of structured organic reaction records. The task is: describe an organic reaction: reactants, conditions, products, and yield The reactants are [OH-].[Na+] (NaOH), COC(C1=CC(C(=O)N(CCC)C)=CC(=C1)N(C)S(=O)(=O)C)=O (5-(methanesulfonyl-methylamino)-N-methyl-N-propyl-isophthalamic acid methyl ester), Cl (HCl). The solvent is C(C)(=O)OCC (ethyl acetate), C1CCOC1 (THF). Run at time 16 hour. The product is CS(=O)(=O)N(C=1C=C(C=C(C(=O)O)C1)C(=O)N(CCC)C)C (5-(Methanesulfonyl-methylamino)-N-methyl-N-propyl-isophthalamic acid). As a reaction SMILES: C[O:2][C:3](=[O:23])[C:4]1[CH:16]=[C:15]([N:17]([S:19]([CH3:22])(=[O:21])=[O:20])[CH3:18])[CH:14]=[C:6]([C:7]([N:9]([CH3:13])[CH2:10][CH2:11][CH3:12])=[O:8])[CH:5]=1.[OH-].[Na+].Cl>C1COCC1.C(OCC)(=O)C>[CH3:22][S:19]([N:17]([CH3:18])[C:15]1[CH:14]=[C:6]([C:7]([N:9]([CH3:13])[CH2:10][CH2:11][CH3:12])=[O:8])[CH:5]=[C:4]([CH:16]=1)[C:3]([OH:23])=[O:2])(=[O:21])=[O:20] |f:1.2|. Procedure details: Dissolve 5-(methanesulfonyl-methylamino)-N-methyl-N-propyl-isophthalamic acid methyl ester (1.09 g, 3.18 mmol) in THF (80 mL) and add 1 N NaOH (16 mL, 16 mmol). Stir at room temperature for 16 h and add 5 N HCl (5 mL). Dilute with ethyl acetate, wash with saturated aqueous sodium chloride, dry (magnesium sulfate) and concentrate to give the title compound. Starting materials: C(C(C)C)(=O)OC(CCC)CC (ethyl-2-butyl isobutyrate), OC1=CC=C(C=C1)CCCC=1N(C(N(N1)CC1=CC=C(C=C1)C)=O)CCC (5-[3-(4-hydroxyphenyl)-propyl]-2-(4-methylbenzyl)-4-propyl-2,4-dihydro-[1,2,4]triazol-3-one), [O-]CC.[Na+] (sodium ethoxide), Cl (HCl), [O-]CC.[Na+] (sodium ethoxide), [O-]CC.[Na+] (sodium ethoxide), C(C)(=O)OCC (ethyl acetate), [O-]CC.[Na+] (sodium ethoxide), C(C(C)C)(=O)OC(CCC)CC (ethyl-2-butyl isobutyrate), [O-]CC.[Na+] (sodium ethoxide), C(C(C)C)(=O)OC(CCC)CC (ethyl-2-butyl isobutyrate). The reagents and catalysts are C(C(C)C)(=O)OC(CCC)CC (ethyl-2-butyl isobutyrate). Run in C(C)O (ethanol), O (water). Yields the product C(C)OC(C(C)(OC1=CC=C(C=C1)CCCC1=NN(C(N1CCC)=O)CC1=CC=C(C=C1)C)C)=O (2-Methyl-2-(4-(3-[1-(4-methylbenzyl)-5-oxo-4-propyl-4,5-dihydro-1H-[1,2,4]triazol-3-yl]-propyl}-phenoxy)-propionic acid ethyl ester). Yield: 62.8%. Reaction SMILES: [O-]CC.[Na+].C(OCC)(=O)C.[OH:11][C:12]1[CH:17]=[CH:16][C:15]([CH2:18][CH2:19][CH2:20][C:21]2[N:22]([CH2:35][CH2:36][CH3:37])[C:23](=[O:34])[N:24]([CH2:26][C:27]3[CH:32]=[CH:31][C:30]([CH3:33])=[CH:29][CH:28]=3)[N:25]=2)=[CH:14][CH:13]=1.[C:38]([O:43][CH:44](CC)[CH2:45]CC)(=[O:42])[CH:39]([CH3:41])[CH3:40].Cl>C(O)C.O.C(OC(CC)CCC)(=O)C(C)C>[CH2:44]([O:43][C:38](=[O:42])[C:39]([CH3:41])([O:11][C:12]1[CH:17]=[CH:16][C:15]([CH2:18][CH2:19][CH2:20][C:21]2[N:22]([CH2:35][CH2:36][CH3:37])[C:23](=[O:34])[N:24]([CH2:26][C:27]3[CH:28]=[CH:29][C:30]([CH3:33])=[CH:31][CH:32]=3)[N:25]=2)=[CH:14][CH:13]=1)[CH3:40])[CH3:45] |f:0.1|. Reported procedure: To a mixture of sodium ethoxide (1.22 mL, 3.28 mmol) and ethyl acetate (322 μL, 3.28 mmol) was added 5-[3-(4-hydroxyphenyl)-propyl]-2-(4-methylbenzyl)-4-propyl-2,4-dihydro-[1,2,4]triazol-3-one (1.2 g, 3.28 mmol) in ethanol (10 mL) and the resulting mixture stirred at reflux for 1 hour. Then ethyl-2-butyl isobutyrate (1.08 mL, 7.38 mmol) was added and the reaction continued at reflux for 1 hour. Then sodium ethoxide (1.22 mL, 3.28 mmol) was added dropwise over 5 min and the reaction continued at ... The solvent is C(C)#N (acetonitrile), C(C)#N (acetonitrile). Isolated yield 66.3%. Conditions: temperature 22 celsius, time 16 hour. Starting materials: N[C@@H]([C@H](O)C)C(=O)O (Thr), C1(=CC=CC=C1)C(=[N+]=[N-])C1=CC=CC=C1 (diphenyldiazomethane), C(C)(C)(C)OC(=O)NC1C2SCC(=C(N2C1=O)C(=O)O)C (7-tert.-butyoxycarbonylamino-2-carboxy-3-methyl-8-oxo-5-thia-1-aza-bicyclo[4.2.0]oct-2-ene). Reported procedure: A solution of diphenyldiazomethane (116.5 g) in acetonitrile (800 cc) is added dropwise, in the course of 45 minutes, at a temperature of between 25° and 30° C., to a solution of 7-tert.-butyoxycarbonylamino-2-carboxy-3-methyl-8-oxo-5-thia-1-aza-bicyclo[4.2.0]oct-2-ene (188.6 g) in acetonitrile (2,100 cc). Thr reaction mixture is stirred for 16 hours at 22° C. and is then concentrated to dryness under reduced pressure (20 mm Hg) at 40° C. The residue is redissolved in ethyl acetate (2 liters) an... RXN SMILES: [C:1]1([C:7]([C:10]2[CH:15]=[CH:14][CH:13]=[CH:12][CH:11]=2)=[N+]=[N-])[CH:6]=[CH:5][CH:4]=[CH:3][CH:2]=1.[C:16]([O:20][C:21]([NH:23][CH:24]1[C:31](=[O:32])[N:30]2[CH:25]1[S:26][CH2:27][C:28]([CH3:36])=[C:29]2[C:33]([OH:35])=[O:34])=[O:22])([CH3:19])([CH3:18])[CH3:17].N[C@H](C(O)=O)[C@@H](C)O>C(#N)C>[CH:7]([O:35][C:33]([C:29]1[N:30]2[CH:25]([S:26][CH2:27][C:28]=1[CH3:36])[CH:24]([NH:23][C:21]([O:20][C:16]([CH3:19])([CH3:18])[CH3:17])=[O:22])[C:31]2=[O:32])=[O:34])([C:10]1[CH:15]=[CH:14][CH:13]=[CH:12][CH:11]=1)[C:1]1[CH:6]=[CH:5][CH:4]=[CH:3][CH:2]=1. The product is C(C1=CC=CC=C1)(C1=CC=CC=C1)OC(=O)C=1N2C(C(C2SCC1C)NC(=O)OC(C)(C)C)=O (2-Benzhydryloxycarbonyl-7-tert.-butoxycarbonylamino-3-methyl-8-oxo-5-thia-1-aza-bicyclo[4.2.0]oct-2-ene).